This data is from the Open Reaction Database (ORD), a public repository of structured organic reaction records. The task is: describe an organic reaction: reactants, conditions, products, and yield Starting materials: O (water), ( 2 ), C([O-])([O-])=O.[K+].[K+] (potassium carbonate), COC=1C=C(CCN)C=CC1OC (3,4-dimethoxyphenethylamine), ( 3 ), ( 1 ), C(C)OC(CBr)OCC (bromoacetaldehyde diethylacetal), ( 2 ). Solvent: CN(C=O)C (dimethylformamide). Run at time 1 hour. Yields the product C(C)OC(CNCCC1=CC(=C(C=C1)OC)OC)OCC (N-(2,2-diethoxyethyl)-3,4-dimethoxy-phenethylamine). Yield: 71.0%. Reaction SMILES: C(=O)([O-])[O-].[K+].[K+].[CH3:7][O:8][C:9]1[CH:10]=[C:11]([CH:15]=[CH:16][C:17]=1[O:18][CH3:19])[CH2:12][CH2:13][NH2:14].[CH2:20]([O:22][CH:23]([O:26][CH2:27][CH3:28])[CH2:24]Br)[CH3:21].O>CN(C)C=O>[CH2:20]([O:22][CH:23]([O:26][CH2:27][CH3:28])[CH2:24][NH:14][CH2:13][CH2:12][C:11]1[CH:15]=[CH:16][C:17]([O:18][CH3:19])=[C:9]([O:8][CH3:7])[CH:10]=1)[CH3:21] |f:0.1.2|. Procedure: To a stirred suspension of anhydrous potassium carbonate (300 g) and 3,4-dimethoxyphenethylamine (148 g, 0.818 m) in dimethylformamide (750 ml) under N2 at 110° C. was added dropwise over 30 min bromoacetaldehyde diethylacetal (167.5 g, 0.850 m). During the addition, the temperature was allowed to rise to 130° C., maintained at 125°-130° C. for 1.5 hrs, then cooled. At ca 40° C., 70 ml of water was added, stirred for 1 hr, then the salts removed by filtration and the solvent evaporated to a volu... Starting materials: CC#N, CCN(C(C)C)C(C)C, CS(=O)(=O)c1ccc(C(=NOC2CCCC2)C(=O)O)cc1Cl, NC(=O)c1cnc(N)s1. The product is CS(=O)(=O)c1ccc(C(=NOC2CCCC2)C(=O)Nc2ncc(C(N)=O)s2)cc1Cl. Reaction SMILES: [CH3:41][C:42]#[N:43].[CH:23]([N:24]([CH2:25][CH3:26])[CH:27]([CH3:28])[CH3:29])([CH3:30])[CH3:31].[Cl:1][c:2]1[cH:3][c:4]([C:12]([C:13](=[O:14])[OH:15])=[N:16][O:17][CH:18]2[CH2:19][CH2:20][CH2:21][CH2:22]2)[cH:5][cH:6][c:7]1[S:8](=[O:9])(=[O:10])[CH3:11].[NH2:32][c:33]1[s:34][c:35]([C:38](=[O:39])[NH2:40])[cH:36][n:37]1>>[Cl:1][c:2]1[cH:3][c:4]([C:12]([C:13](=[O:15])[NH:32][c:33]2[s:34][c:35]([C:38](=[O:39])[NH2:40])[cH:36][n:37]2)=[N:16][O:17][CH:18]2[CH2:19][CH2:20][CH2:21][CH2:22]2)[cH:5][cH:6][c:7]1[S:8](=[O:9])(=[O:10])[CH3:11]. Starting materials: C(C1=CC=CC=C1)[C@H]1N(CC[C@@H](C1)N(C(C(F)(F)F)=O)CC1=CC=NC2=CC=CC=C12)C(C1=CC(=CC=C1)Br)=O ((2R*,4S*)-2-benzyl-1-(3-bromobenzoyl)-N-(4-quinolylmethyl)-N-trifluoroacetyl-4-piperidinamine), [BH4-].[Na+] (sodium borohydride). Yields the product C(C1=CC=CC=C1)[C@H]1N(CC[C@@H](C1)NCC1=CC=NC2=CC=CC=C12)C(C1=CC(=CC=C1)Br)=O ((2R*,4S*)-2-benzyl-1-(3-bromobenzoyl)-N-(4-quinolylmethyl)-4-piperidinamine). Reaction SMILES: [CH2:1]([C@@H:8]1[CH2:13][C@@H:12]([N:14]([CH2:21][C:22]2[C:31]3[C:26](=[CH:27][CH:28]=[CH:29][CH:30]=3)[N:25]=[CH:24][CH:23]=2)C(=O)C(F)(F)F)[CH2:11][CH2:10][N:9]1[C:32](=[O:40])[C:33]1[CH:38]=[CH:37][CH:36]=[C:35]([Br:39])[CH:34]=1)[C:2]1[CH:7]=[CH:6][CH:5]=[CH:4][CH:3]=1.[BH4-].[Na+]>>[CH2:1]([C@@H:8]1[CH2:13][C@@H:12]([NH:14][CH2:21][C:22]2[C:31]3[C:26](=[CH:27][CH:28]=[CH:29][CH:30]=3)[N:25]=[CH:24][CH:23]=2)[CH2:11][CH2:10][N:9]1[C:32](=[O:40])[C:33]1[CH:38]=[CH:37][CH:36]=[C:35]([Br:39])[CH:34]=1)[C:2]1[CH:7]=[CH:6][CH:5]=[CH:4][CH:3]=1 |f:1.2|. Procedure: 0.271 g (0.444 mmol) of (2R*,4S*)-2-benzyl-1-(3-bromobenzoyl)-N-(4-quinolylmethyl)-N-trifluoroacetyl-4-piperidinamine is reacted with 0.067 g (1.78 mol) of sodium borohydride in analogy to Example 2. The title compound ##STR72## is obtained (0.212 g, 93%) as oil. TLC: methylene chloride/methanol/conc. ammonia (700:50:1) Rf =0.29, FD-MS: M+ =513, 515. Starting materials: ClC=1SC(=CN1)CN1C(NCC1)=N[N+](=O)[O-] (1-(2-Chloro-5-thiazolylmethyl)-2-nitroiminoimidazolidine), [H-].[Na+] (sodium hydride), ICCCCCCI (1,6-Diiodohexane). Run in CN(C)C=O (DMF). Run at time 1 hour. Product: ClC=1SC(=CN1)CN1C(N(CC1)CCCCCCN1C(N(CC1)CC1=CN=C(S1)Cl)=N[N+](=O)[O-])=N[N+](=O)[O-] (1,6-bis[1-(2-chloro-5-thiazolylmethyl)-2-nitroiminoimidazolidin-3-yl]hexane). RXN SMILES: [H-].[Na+].[Cl:3][C:4]1[S:5][C:6]([CH2:9][N:10]2[CH2:14][CH2:13][NH:12][C:11]2=[N:15][N+:16]([O-:18])=[O:17])=[CH:7][N:8]=1.I[CH2:20][CH2:21][CH2:22][CH2:23][CH2:24][CH2:25]I>CN(C=O)C>[Cl:3][C:4]1[S:5][C:6]([CH2:9][N:10]2[CH2:14][CH2:13][N:12]([CH2:20][CH2:21][CH2:22][CH2:23][CH2:24][CH2:25][N:12]3[CH2:13][CH2:14][N:10]([CH2:9][C:6]4[S:5][C:4]([Cl:3])=[N:8][CH:7]=4)[C:11]3=[N:15][N+:16]([O-:18])=[O:17])[C:11]2=[N:15][N+:16]([O-:18])=[O:17])=[CH:7][N:8]=1 |f:0.1|. Procedure: A suspension of sodium hydride (60%, 0.48 g, 12 mmol) in 20 ml of DMF was prepared. 1-(2-Chloro-5-thiazolylmethyl)-2-nitroiminoimidazolidine (2.61 g, 10 mmol) was added to this suspension. The resulting mixture was then stirred for 1 hour at room temperature. 1,6-Diiodohexane (1.64 g, 5 mmol) was added dropwise to this reaction mixture over the course of 30 minutes while cooling the reaction mixture with ice. Following completion of dropping, the mixture was stirred for 4 hours at room temperatu... Reactants: C1OC2=C(C=CC=C2O1)[C@@H](CC(=O)O)CCCCC ((R)-3-(2, 3-methylenedioxyphenyl) octanoic acid), S(=O)(Cl)Cl (thionyl chloride), CN(C=O)C (N, N-dimethylformamide), resultant mixture. Run in C(Cl)Cl (methylene chloride). Reaction conditions: time 2 hour. Yields the product C1OC2=C(C=CC=C2O1)[C@@H](CC(=O)Cl)CCCCC ((R)-3-(2, 3-methylenedioxyphenyl) octanoyl chloride). Reaction SMILES: [CH2:1]1[O:9][C:8]2[C:3](=[C:4]([C@H:10]([CH2:15][CH2:16][CH2:17][CH2:18][CH3:19])[CH2:11][C:12](O)=[O:13])[CH:5]=[CH:6][CH:7]=2)[O:2]1.S(Cl)([Cl:22])=O.CN(C)C=O>C(Cl)Cl>[CH2:1]1[O:9][C:8]2[C:3](=[C:4]([C@H:10]([CH2:15][CH2:16][CH2:17][CH2:18][CH3:19])[CH2:11][C:12]([Cl:22])=[O:13])[CH:5]=[CH:6][CH:7]=2)[O:2]1. Procedure: To a solution of 1.3 g (4.9 mmol) of (R)-3-(2, 3-methylenedioxyphenyl) octanoic acid in 20 ml of methylene chloride were added 1.1 ml of thionyl chloride and 0.1 ml of N, N-dimethylformamide, and the resultant mixture was refluxed under stirring for 2 hours. The reaction mixture was concentrated in vacuo to give (R)-3-(2, 3-methylenedioxyphenyl) octanoyl chloride as an oil. This oil was dissolved in methylene chloride to give a solution, which was dropwise added to a solution of 1.08 g (4.9 mmol... Starting materials: CN(CC(C)O)C (1-dimethylamino-2-propanol), [H-].[Na+] (sodium hydride), ClC1=NC(=NC(=C1)Cl)SCC1=C(C(=CC=C1)F)F (4,6-Dichloro-2-[(2,3-difluorobenzyl)thio]pyrimidine), product. Solvent: C1CCOC1 (THF). Yields the product ClC1=CC(=NC(=N1)SCC1=C(C(=CC=C1)F)F)OC(CN(C)C)C (2-[[6-chloro-2-[[(2,3-difluorophenyl)methyl]thio]-4-pyrimidinyl]oxy]-N,N-dimethyl-1-propanamine). As a reaction SMILES: [CH3:1][N:2]([CH3:7])[CH2:3][CH:4]([OH:6])[CH3:5].[Cl:8][C:9]1[CH:14]=[C:13](Cl)[N:12]=[C:11]([S:16][CH2:17][C:18]2[CH:23]=[CH:22][CH:21]=[C:20]([F:24])[C:19]=2[F:25])[N:10]=1.[H-].[Na+]>C1COCC1>[Cl:8][C:9]1[N:10]=[C:11]([S:16][CH2:17][C:18]2[CH:23]=[CH:22][CH:21]=[C:20]([F:24])[C:19]=2[F:25])[N:12]=[C:13]([O:6][CH:4]([CH3:5])[CH2:3][N:2]([CH3:7])[CH3:1])[CH:14]=1 |f:2.3|. Reported procedure: The subtitle compound was prepared according to the procedure outlined in Example 41 step i) using 1-dimethylamino-2-propanol (80 mg), 4,6-Dichloro-2-[(2,3-difluorobenzyl)thio]pyrimidine (the product of Example 1 step ii) (0.25 g) and 60% sodium hydride (30 mg) in THF (2 mL) at room temperature for 2 d to give the subtitle compound as a pale yellow gum. Yield: 0.29 g. Conditions: temperature 150 celsius, time 1 hour. The reagents and catalysts are [Cu]I (copper(I) iodide). The reactants are ClC1=CC(=NC=C1NC(C1=CC(=C(C(=C1)OC)OCC1CC1)F)=O)OC[C@H](C)NC(OC(C)(C)C)=O (tert-butyl ((2S)-1-((4-chloro-5-((4-(cyclopropylmethoxy)-3-fluoro-5-methoxybenzoyl)amino)pyridin-2-yl)oxy)propan-2-yl)carbamate), C([O-])([O-])=O.[K+].[K+] (potassium carbonate), C(C)(=O)OCC (ethyl acetate). Run in CN(C)C=O (DMF). Yield: 24.7%. Product: C1(CC1)COC1=C(C=C(C=C1OC)C=1OC2=C(C=NC(=C2)OC[C@H](C)NC(OC(C)(C)C)=O)N1)F (tert-butyl ((2S)-1-((2-(4-(cyclopropylmethoxy)-3-fluoro-5-methoxyphenyl)[1,3]oxazolo[4,5-c]pyridin-6-yl)oxy)propan-2-yl)carbamate). Procedure: A suspension of tert-butyl ((2S)-1-((4-chloro-5-((4-(cyclopropylmethoxy)-3-fluoro-5-methoxybenzoyl)amino)pyridin-2-yl)oxy)propan-2-yl)carbamate (5.87 g), potassium carbonate (3.10 g) and copper(I) iodide (213 mg) in DMF. (40 mL) was stirred at 150° C. for 1 hr, and then at 160° C. for 3 hr. The reaction mixture was subjected to silica gel chromatography (NH, ethyl acetate), and washed with saturated brine, and dried over anhydrous magnesium sulfate. The solvent was evaporated, and the obtained r... RXN SMILES: Cl[C:2]1[C:7]([NH:8][C:9](=[O:24])[C:10]2[CH:15]=[C:14]([O:16][CH3:17])[C:13]([O:18][CH2:19][CH:20]3[CH2:22][CH2:21]3)=[C:12]([F:23])[CH:11]=2)=[CH:6][N:5]=[C:4]([O:25][CH2:26][C@@H:27]([NH:29][C:30](=[O:36])[O:31][C:32]([CH3:35])([CH3:34])[CH3:33])[CH3:28])[CH:3]=1.C(=O)([O-])[O-].[K+].[K+].C(OCC)(=O)C>CN(C=O)C.[Cu]I>[CH:20]1([CH2:19][O:18][C:13]2[C:14]([O:16][CH3:17])=[CH:15][C:10]([C:9]3[O:24][C:2]4[CH:3]=[C:4]([O:25][CH2:26][C@@H:27]([NH:29][C:30](=[O:36])[O:31][C:32]([CH3:35])([CH3:34])[CH3:33])[CH3:28])[N:5]=[CH:6][C:7]=4[N:8]=3)=[CH:11][C:12]=2[F:23])[CH2:22][CH2:21]1 |f:1.2.3|. Reactants: C(C1=CC=CC=C1)OC(=O)C1N(CCC1)NC(=O)NOCC(=O)N1[C@H](CCC1)C(=O)OCC1=CC=CC=C1 ([3-[2-[(R)-2-benzyloxycarbonyl-pyrrolidin-1-yl]-2-oxo-ethoxy]-ureido]-pyrrolidine-2-carboxylic acid benzyl ester). Reagents/catalysts: [Pd] (Pd on carbon). Solvent: C(C)O (ethanol). Yields the product C(=O)(O)[C@@H]1N(CCC1)C(CONC(NN1C(CCC1)C(=O)O)=O)=O ([3-[2-[(R)-2-Carboxy-pyrrolidin-1-yl]-2-oxo-ethoxy]-ureido]-pyrrolidine-2-carboxylic acid). RXN SMILES: C([O:8][C:9]([CH:11]1[CH2:15][CH2:14][CH2:13][N:12]1[NH:16][C:17]([NH:19][O:20][CH2:21][C:22]([N:24]1[CH2:28][CH2:27][CH2:26][C@@H:25]1[C:29]([O:31]CC1C=CC=CC=1)=[O:30])=[O:23])=[O:18])=[O:10])C1C=CC=CC=1>C(O)C.[Pd]>[C:29]([C@H:25]1[CH2:26][CH2:27][CH2:28][N:24]1[C:22](=[O:23])[CH2:21][O:20][NH:19][C:17](=[O:18])[NH:16][N:12]1[CH2:13][CH2:14][CH2:15][CH:11]1[C:9]([OH:10])=[O:8])([OH:31])=[O:30]. Procedure: 0.14 g (0.36 mmol) (R)-1-[[3-[2-[(R)-2-benzyloxycarbonyl-pyrrolidin-1-yl]-2-oxo-ethoxy]-ureido]-pyrrolidine-2-carboxylic acid benzyl ester in 60 ml ethanol were hydrogenated in the presence of 40 mg 5% Pd on carbon. Filtration, evaporation of the solvent and crystallization from methanol/ethylacetate yielded 0.07 g (52%) as white crystals with melting point 157-160° C.